From a dataset of the Open Reaction Database (ORD), a public repository of structured organic reaction records. describe an organic reaction: reactants, conditions, products, and yield Reactants: C(=O)(OC)C=1C(=NC2=CC(=CC=C2C1O)Cl)C(=O)O (3-carbomethoxy-7-chloro-4-hydroxyquinoline-2-carboxylic acid), O1CCCC1 (tetrahydrofuran), S(=O)(Cl)Cl (thionyl chloride). Reaction conditions: temperature 0 celsius. The product is C(=O)(OC)C=1C(=NC2=CC(=CC=C2C1O)Cl)C(=O)Cl (3-carbomethoxy-7-chloro-4-hydroxyquinoline-2-carbonyl chloride). As a reaction SMILES: O1CCCC1.[C:6]([C:10]1[C:11]([C:22]([OH:24])=O)=[N:12][C:13]2[C:18]([C:19]=1[OH:20])=[CH:17][CH:16]=[C:15]([Cl:21])[CH:14]=2)([O:8][CH3:9])=[O:7].S(Cl)([Cl:27])=O>>[C:6]([C:10]1[C:11]([C:22]([Cl:27])=[O:24])=[N:12][C:13]2[C:18]([C:19]=1[OH:20])=[CH:17][CH:16]=[C:15]([Cl:21])[CH:14]=2)([O:8][CH3:9])=[O:7]. Procedure: The free base of 4-(trifluoromethoxy)phenyl hydrazine was prepared from thehydrochloride salt by treatment of the suspended salt (400 mg, 1.75 mM) in ethyl acetate (50 mL) with 2N sodium hydroxide(50 mL). The organic layer was separated, dried over magnesium sulfate and concentrated in vacuo to provide the free base of 4-(trifluoromethoxy)phenyl hydrazine (325 mg, 1.69 mK). This material was placed into anhydrous tetrahydrofuran (5 mL) and cooled to 0° C. under a nitrogen atmosphere. Concurrentl... RXN SMILES: [CH3:1][O:2][CH2:3][CH:4]1[CH2:5][O:6][CH2:7][CH2:8][C:9]1=[O:10].[CH:11]([CH3:12])([CH3:13])[C:14]1([C:20](=[O:21])[N:22]2[CH2:23][CH2:24][N:25]([c:28]3[cH:29][c:30]([C:34]([F:35])([F:36])[F:37])[cH:31][cH:32][cH:33]3)[CH2:26][CH2:27]2)[CH2:15][CH:16]([NH2:19])[CH2:17][CH2:18]1>>[CH3:1][O:2][CH2:3][CH:4]1[CH2:5][O:6][CH2:7][CH2:8][CH:9]1[NH:19][CH:16]1[CH2:15][C:14]([CH:11]([CH3:12])[CH3:13])([C:20](=[O:21])[N:22]2[CH2:23][CH2:24][N:25]([c:28]3[cH:29][c:30]([C:34]([F:35])([F:36])[F:37])[cH:31][cH:32][cH:33]3)[CH2:26][CH2:27]2)[CH2:18][CH2:17]1. Product: COCC1COCCC1NC1CCC(C(=O)N2CCN(c3cccc(C(F)(F)F)c3)CC2)(C(C)C)C1. The reactants are COCC1COCCC1=O, CC(C)C1(C(=O)N2CCN(c3cccc(C(F)(F)F)c3)CC2)CCC(N)C1. Starting materials: [Li+].CC(C)[N-]C(C)C (LDA), CNC (dimethylamine), COC(=O)C1=CC(=NC=C1)N (2-amino-4-pyridine carboxylic acid methyl ester). Conditions: temperature 85 celsius, time 30 minute. The product is NC=1C=C(C(=O)N(C)C)C=CN1 (2-Amino-N,N-dimethyl-isonicotinamide). RXN SMILES: [Li+].C[CH:3]([N-:5][CH:6](C)C)C.CNC.C[O:13][C:14]([C:16]1[CH:21]=[CH:20][N:19]=[C:18]([NH2:22])[CH:17]=1)=O>>[NH2:22][C:18]1[CH:17]=[C:16]([CH:21]=[CH:20][N:19]=1)[C:14]([N:5]([CH3:6])[CH3:3])=[O:13] |f:0.1|. Reported procedure: To LDA (7.3 mL, 13 mmol, 1.8M in ether/heptane) at 0° C., add dropwise dimethylamine (13 mL, 26 mmol, 2M in THF) under nitrogen. Stir for 30 minutes and add 2-amino-4-pyridine carboxylic acid methyl ester (2 g, 13 mmol, in 3 mL of anhydrous THF and 2 mL of anhydrous ether). Seal and heat at 85° C. overnight. Cool the mixture to room temperature and quench with water. Dilute with EtOAc and isolate the top organic layer. Extract the aqueous layer further with saturated sodium bicarbonate and ether... Reactants: COc1ccc(CCN2CCNCC2)cc1, CC(C)OCCN(C(=O)CCl)c1ccc(C(=O)Cl)cc1. The product is COc1ccc(CCN2CCN(C(=O)c3ccc(N(CCOC(C)C)C(=O)CCl)cc3)CC2)cc1. Reaction SMILES: [CH3:21][O:22][c:23]1[cH:24][cH:25][c:26]([CH2:29][CH2:30][N:31]2[CH2:32][CH2:33][NH:34][CH2:35][CH2:36]2)[cH:27][cH:28]1.[CH:1]([CH3:2])([CH3:3])[O:4][CH2:5][CH2:6][N:7]([C:8]([CH2:9][Cl:10])=[O:11])[c:12]1[cH:13][cH:14][c:15]([C:16](=[O:17])[Cl:18])[cH:19][cH:20]1>>[CH:1]([CH3:2])([CH3:3])[O:4][CH2:5][CH2:6][N:7]([C:8]([CH2:9][Cl:10])=[O:11])[c:12]1[cH:13][cH:14][c:15]([C:16](=[O:17])[N:34]2[CH2:33][CH2:32][N:31]([CH2:30][CH2:29][c:26]3[cH:25][cH:24][c:23]([O:22][CH3:21])[cH:28][cH:27]3)[CH2:36][CH2:35]2)[cH:19][cH:20]1. Starting materials: CCOC(C)=O, C[Si](C)(C)CCOCn1ccnc1, CC#N, N#CBr. The product is C[Si](C)(C)CCOCn1ccnc1Br. As a reaction SMILES: [CH3:17][CH2:18][O:19][C:20]([CH3:21])=[O:22].[CH3:1][Si:2]([CH2:3][CH2:4][O:5][CH2:6][n:7]1[cH:8][n:9][cH:10][cH:11]1)([CH3:12])[CH3:13].[CH3:23][C:24]#[N:25].[N:14]#[C:15][Br:16]>>[CH3:1][Si:2]([CH2:3][CH2:4][O:5][CH2:6][n:7]1[c:8]([Br:16])[n:9][cH:10][cH:11]1)([CH3:12])[CH3:13]. The reactants are COC=1C=C(C=CC1)C1=NNC(=N1)C1=C(C=CC=C1)C (3-(3-methoxyphenyl)-5-(2-methylphenyl)-1H-1,2,4-triazole), C(C)(=O)OC(C)=O (acetic anhydride). Conditions: time 8 hour. Yields the product C(C)(=O)N1N=C(N=C1C1=C(C=CC=C1)C)C1=CC(=CC=C1)OC (1-Acetyl-3-(3-methoxyphenyl)-5-(2-methylphenyl)-1H-1,2,4-triazole). Reaction SMILES: [CH3:1][O:2][C:3]1[CH:4]=[C:5]([C:9]2[N:13]=[C:12]([C:14]3[CH:19]=[CH:18][CH:17]=[CH:16][C:15]=3[CH3:20])[NH:11][N:10]=2)[CH:6]=[CH:7][CH:8]=1.[C:21](OC(=O)C)(=[O:23])[CH3:22]>>[C:21]([N:11]1[C:12]([C:14]2[CH:19]=[CH:18][CH:17]=[CH:16][C:15]=2[CH3:20])=[N:13][C:9]([C:5]2[CH:6]=[CH:7][CH:8]=[C:3]([O:2][CH3:1])[CH:4]=2)=[N:10]1)(=[O:23])[CH3:22]. Procedure: A solution of 0.8 g (0.003 mole) of 3-(3-methoxyphenyl)-5-(2-methylphenyl)-1H-1,2,4-triazole and 3 ml (0.00317 mole) of acetic anhydride was heated for two hours on a hot water bath. After evaporating the excess of anhydride by distillation under vacuum, the obtained residue was taken up with a mixture of diisopropyl ether and light petroleum. After standing overnight, a precipitate formed which was recovered by filtration. Yield: 0.72 g (78%) of the title compound M.p. 107°-110° C. Δ δ=-0.26.